This data is from the Open Reaction Database (ORD), a public repository of structured organic reaction records. The task is: describe an organic reaction: reactants, conditions, products, and yield Reactants: COC=1C=C2CCNC3(CCNCC3)C2=CC1 (6-methoxy-3,4-dihydro-2H-spiro[isoquinoline-1,4′-piperidine]), FC(C1=C(C=CC(=O)O)C=CC=C1)(F)F (ortho-(trifluoromethyl)cinnamic acid), CCN(C(C)C)C(C)C (i-Pr2NEt), C=1C=CC2=C(C1)N=NN2O (HOBt), CCN=C=NCCCN(C)C.Cl (EDC.HCl). Run in CCOC(=O)C (EtOAc), C(Cl)Cl (CH2Cl2). Run at time 3 day. Product: COC=1C=C2CCNC3(CCN(CC3)C(\C=C\C3=C(C=CC=C3)C(F)(F)F)=O)C2=CC1 ((E)-1-(6-methoxy-3,4-dihydro-2H-spiro[isoquinoline-1,4′-piperidine]-1′-yl)-3-(2-(trifluoromethyl)phenyl)prop-2-en-1-one). Reaction SMILES: [CH3:1][O:2][C:3]1[CH:4]=[C:5]2[C:15](=[CH:16][CH:17]=1)[C:9]1([CH2:14][CH2:13][NH:12][CH2:11][CH2:10]1)[NH:8][CH2:7][CH2:6]2.[F:18][C:19]([F:32])([F:31])[C:20]1[CH:30]=[CH:29][CH:28]=[CH:27][C:21]=1[CH:22]=[CH:23][C:24](O)=[O:25].CCN(C(C)C)C(C)C.C1C=CC2N(O)N=NC=2C=1.CCN=C=NCCCN(C)C.Cl>C(Cl)Cl.CCOC(C)=O>[CH3:1][O:2][C:3]1[CH:4]=[C:5]2[C:15](=[CH:16][CH:17]=1)[C:9]1([CH2:10][CH2:11][N:12]([C:24](=[O:25])/[CH:23]=[CH:22]/[C:21]3[CH:27]=[CH:28][CH:29]=[CH:30][C:20]=3[C:19]([F:31])([F:32])[F:18])[CH2:13][CH2:14]1)[NH:8][CH2:7][CH2:6]2 |f:4.5|. Procedure: To a stirred solution of 6-methoxy-3,4-dihydro-2H-spiro[isoquinoline-1,4′-piperidine] (570 mg, 2.45 mmol) in CH2Cl2 (20 mL) were added ortho-(trifluoromethyl)cinnamic acid (132 mg, 0.61 mmol), i-Pr2NEt (0.43 mL, 2.45 mmol), HOBt (99 mg, 0.73 mmol) and EDC.HCl (141 mg, 0.73 mmol). The mixture was stirred at rt for 3 d. The mixture was diluted with EtOAc (80 mL), washed with water (30 mL) and satd aq NaHCO3 (30 mL), and dried over Na2SO4. Removal of the solvent left an orange oil (378 mg). A porti... The reactants are BrC=1C=CC(=C(C1)C1(N=C(C2=C(C=CC=C12)F)N)C1=CC(=NC=C1)C(F)(F)F)F (1-(5-bromo-2-fluorophenyl)-4-fluoro-1-(2-(trifluoromethyl)pyridin-4-yl)-1H-isoindol-3-amine), CC1(OB(OC1(C)C)C=1C=NC=C(C#N)C1)C (5-(4,4,5,5-tetramethyl-1,3,2-dioxaborolan-2-yl)nicotinonitrile). The product is NC1=NC(C2=CC=CC(=C12)F)(C1=CC(=NC=C1)C(F)(F)F)C=1C=C(C=CC1F)C=1C=NC=C(C#N)C1 (5-(3-(3-Amino-4-fluoro-1-(2-(trifluoromethyl)pyridin-4-yl)-1H-isoindol-1-yl)-4-fluorophenyl)nicotinonitrile). Yield: 65.0%. RXN SMILES: Br[C:2]1[CH:3]=[CH:4][C:5]([F:29])=[C:6]([C:8]2([C:19]3[CH:24]=[CH:23][N:22]=[C:21]([C:25]([F:28])([F:27])[F:26])[CH:20]=3)[C:16]3[C:11](=[C:12]([F:17])[CH:13]=[CH:14][CH:15]=3)[C:10]([NH2:18])=[N:9]2)[CH:7]=1.CC1(C)C(C)(C)OB([C:38]2[CH:39]=[N:40][CH:41]=[C:42]([CH:45]=2)[C:43]#[N:44])O1>>[NH2:18][C:10]1[C:11]2[C:16](=[CH:15][CH:14]=[CH:13][C:12]=2[F:17])[C:8]([C:6]2[CH:7]=[C:2]([C:38]3[CH:39]=[N:40][CH:41]=[C:42]([CH:45]=3)[C:43]#[N:44])[CH:3]=[CH:4][C:5]=2[F:29])([C:19]2[CH:24]=[CH:23][N:22]=[C:21]([C:25]([F:27])([F:28])[F:26])[CH:20]=2)[N:9]=1. Reported procedure: The title compound was synthesized as described for Example 1 in 65% yield, starting from 1-(5-bromo-2-fluorophenyl)-4-fluoro-1-(2-(trifluoromethyl)pyridin-4-yl)-1H-isoindol-3-amine (60.0 mg, 0.13 mmol) and 5-(4,4,5,5-tetramethyl-1,3,2-dioxaborolan-2-yl)nicotinonitrile (32.4 mg, 0.14 mmol).